Dataset: the Open Reaction Database (ORD), a public repository of structured organic reaction records. Task: describe an organic reaction: reactants, conditions, products, and yield The reactants are CCOC(=O)CBr, CCO, O=c1cnc2cc(Cl)c(Cl)cc2[nH]1, [Na]. Yields the product CCOC(=O)Cn1c(=O)cnc2cc(Cl)c(Cl)cc21. Reaction SMILES: [Br:15][CH2:16][C:17](=[O:18])[O:19][CH2:20][CH3:21].[CH3:22][CH2:23][OH:24].[Cl:2][c:3]1[cH:4][c:5]2[n:6][cH:7][c:8](=[O:14])[nH:9][c:10]2[cH:11][c:12]1[Cl:13].[Na:1]>>[Cl:2][c:3]1[cH:4][c:5]2[n:6][cH:7][c:8](=[O:14])[n:9]([CH2:16][C:17](=[O:18])[O:19][CH2:20][CH3:21])[c:10]2[cH:11][c:12]1[Cl:13].